This data is from the Open Reaction Database (ORD), a public repository of structured organic reaction records. The task is: describe an organic reaction: reactants, conditions, products, and yield The reactants are CON(C(=O)C=1N=CN(C1)C=1C=C(C=CC1)C1=C(C=CC=C1)OC(F)(F)F)C (1-(2′-Trifluoromethoxy-biphenyl-3-yl)-1H-imidazole-4-carboxylic acid methoxy-methyl-amide), BrC1=NC=CC(=C1)C (2-bromo-4-methylpyridine). Yields the product CC1=CC(=NC=C1)C(=O)C=1N=CN(C1)C=1C=C(C=CC1)C1=C(C=CC=C1)OC(F)(F)F ((4-Methyl-pyridin-2-yl)-[1-(2′-trifluoromethoxy-biphenyl-3-yl)-1H-imidazol-4-yl]-methanone). As a reaction SMILES: CON(C)[C:4]([C:6]1[N:7]=[CH:8][N:9]([C:11]2[CH:12]=[C:13]([C:17]3[CH:22]=[CH:21][CH:20]=[CH:19][C:18]=3[O:23][C:24]([F:27])([F:26])[F:25])[CH:14]=[CH:15][CH:16]=2)[CH:10]=1)=[O:5].Br[C:30]1[CH:35]=[C:34]([CH3:36])[CH:33]=[CH:32][N:31]=1>>[CH3:36][C:34]1[CH:33]=[CH:32][N:31]=[C:30]([C:4]([C:6]2[N:7]=[CH:8][N:9]([C:11]3[CH:12]=[C:13]([C:17]4[CH:22]=[CH:21][CH:20]=[CH:19][C:18]=4[O:23][C:24]([F:25])([F:27])[F:26])[CH:14]=[CH:15][CH:16]=3)[CH:10]=2)=[O:5])[CH:35]=1. Reported procedure: This compound is prepared by method C using compound 12f and 2-bromo-4-methylpyridine Reactants: C1(=C(C(=C(C(=C1F)F)F)N)F)N.Cl.Cl (dihydrochloride), N1N=C(C2=CC=CC=C12)/C=C/C1=CC=C(C(=O)N2CCNCC2)C=C1 ((E)-1-{4-[2-(1H-indazol-3-yl)vinyl]benzoyl}piperazine), C(C)N (ethylamine), C(=O)(N1C=NC=C1)N1C=NC=C1 (1,1′-carbonyldiimidazole). Solvent: C1CCOC1 (THF), O (water). Conditions: time 1.5 hour. The product is N1N=C(C2=CC=CC=C12)/C=C/C1=CC=C(C(=O)N2CCN(CC2)C(=O)N2C=NC=C2)C=C1 ((E)-1-{4-[2-(1H-indazol-3-yl)vinyl]benzoyl}-4-[(1H-imidazol-1-yl)carbonyl]piperazine). Isolated yield 75.3%. Reaction SMILES: C1(N)C(F)=C(F)C(F)=C(N)C=1F.Cl.Cl.[NH:15]1[C:23]2[C:18](=[CH:19][CH:20]=[CH:21][CH:22]=2)[C:17](/[CH:24]=[CH:25]/[C:26]2[CH:39]=[CH:38][C:29]([C:30]([N:32]3[CH2:37][CH2:36][NH:35][CH2:34][CH2:33]3)=[O:31])=[CH:28][CH:27]=2)=[N:16]1.C(N)C.[C:43](N1C=CN=C1)([N:45]1[CH:49]=[CH:48][N:47]=[CH:46]1)=[O:44]>C1COCC1.O>[NH:15]1[C:23]2[C:18](=[CH:19][CH:20]=[CH:21][CH:22]=2)[C:17](/[CH:24]=[CH:25]/[C:26]2[CH:27]=[CH:28][C:29]([C:30]([N:32]3[CH2:37][CH2:36][N:35]([C:43]([N:45]4[CH:49]=[CH:48][N:47]=[CH:46]4)=[O:44])[CH2:34][CH2:33]3)=[O:31])=[CH:38][CH:39]=2)=[N:16]1 |f:0.1.2|. Procedure: A solution of dihydrochloride of Compound 18 (400 mg, 1.09 mmol) in THF (20 mL) was added with ethylamine (177 mg, 2.18 mmol) and 1,1′-carbonyldiimidazole (352 mg, 2.18 mmol), followed by stirring at room temperature for 1.5 hours. The reaction mixture was added with water and was extracted with ethyl acetate. The organic layer was washed with saturated brine, and was dried over anhydrous magnesium sulfate. The solvent was evaporated and the residue was purified by preparative thin-layer chromat... The reactants are COC(=O)c1ccc(C)c(-n2cnc3ccc(C=CC(=O)OC(C)(C)C)cc3c2=O)c1, C1CCOC1, CCCC(C)C, CC(C)(C)O, [O-][I+3]([O-])([O-])[O-], [Na+], O. Yields the product COC(=O)c1ccc(C)c(-n2cnc3ccc(C=O)cc3c2=O)c1. As a reaction SMILES: [C:1]([O:2][C:3](=[O:4])[CH:5]=[CH:6][c:9]1[cH:10][c:11]2[c:12](=[O:30])[n:13](-[c:19]3[cH:20][c:21]([C:22](=[O:23])[O:24][CH3:25])[cH:26][cH:27][c:28]3[CH3:29])[cH:14][n:15][c:16]2[cH:17][cH:18]1)([CH3:7])([CH3:8])[CH3:31].[CH2:44]1[CH2:46][CH2:45][CH2:47][O:48]1.[CH3:38][CH2:39][CH2:40][CH:41]([CH3:42])[CH3:43].[CH3:50][C:51]([OH:52])([CH3:53])[CH3:54].[I+3:32]([O-:33])([O-:34])([O-:35])[O-:36].[Na+:37].[OH2:49]>>[c:9]1([CH:47]=[O:48])[cH:10][c:11]2[c:12](=[O:30])[n:13](-[c:19]3[cH:20][c:21]([C:22](=[O:23])[O:24][CH3:25])[cH:26][cH:27][c:28]3[CH3:29])[cH:14][n:15][c:16]2[cH:17][cH:18]1. The product is BrC1=CC=NN1S(=O)(=O)N(C)C (5-bromo-N,N-dimethyl-1H-pyrazole-1-sulfonamide). Run in CCCCCC (hexane), O1CCCC1 (tetrahydrofuran), O1CCCC1 (tetrahydrofuran). Starting materials: solution, C(CCC)[Li] (n-butyl lithium), BrC(C(Cl)(Cl)Br)(Cl)Cl (1,2-dibromo-1,1,2,2-tetrachloroethane), O (Water), CN(S(=O)(=O)N1N=CC=C1)C (N,N-dimethyl-1H-pyrazole-1-sulfonamide). Reported procedure: To a mixture of 17.6 g of N,N-dimethyl-1H-pyrazole-1-sulfonamide and 200 ml of tetrahydrofuran was added dropwise 80 ml of a 1.3M solution of n-butyl lithium in hexane at −78° C., and the resulting mixture was stirred at −78° C. for 15 minutes. To the mixture, a solution of 35.8 g of 1,2-dibromo-1,1,2,2-tetrachloroethane in 60 ml of tetrahydrofuran was added dropwise, and the resulting mixture was stirred at −78° C. for 15 minutes. The reaction mixture was returned to room temperature, and stirr... As a reaction SMILES: [CH3:1][N:2]([CH3:11])[S:3]([N:6]1[CH:10]=[CH:9][CH:8]=[N:7]1)(=[O:5])=[O:4].C([Li])CCC.[Br:17]C(Cl)(Cl)C(Br)(Cl)Cl.O>CCCCCC.O1CCCC1>[Br:17][C:10]1[N:6]([S:3]([N:2]([CH3:11])[CH3:1])(=[O:4])=[O:5])[N:7]=[CH:8][CH:9]=1. The yield is 83.4%. Run at temperature -78 celsius, time 15 minute. Starting materials: O=C(c1ccccc1)n1c(=O)c(C(F)(F)F)cn(C2CC(OCc3ccccc3)C(CO)O2)c1=O, CCO, CC(C)=O, N, O. Yields the product O=c1[nH]c(=O)n(C2CC(OCc3ccccc3)C(CO)O2)cc1C(F)(F)F. Reaction SMILES: [C:1](=[O:2])([c:3]1[cH:4][cH:5][cH:6][cH:7][cH:8]1)[n:9]1[c:10](=[O:35])[n:11]([CH:12]2[CH2:13][CH:14]([O:15][CH2:16][c:17]3[cH:18][cH:19][cH:20][cH:21][cH:22]3)[CH:23]([CH2:24][OH:25])[O:26]2)[cH:27][c:28]([C:31]([F:32])([F:33])[F:34])[c:29]1=[O:30].[CH2:42]([OH:43])[CH3:44].[CH3:38][C:39]([CH3:40])=[O:41].[NH3:37].[OH2:36]>>[nH:9]1[c:10](=[O:35])[n:11]([CH:12]2[CH2:13][CH:14]([O:15][CH2:16][c:17]3[cH:18][cH:19][cH:20][cH:21][cH:22]3)[CH:23]([CH2:24][OH:25])[O:26]2)[cH:27][c:28]([C:31]([F:32])([F:33])[F:34])[c:29]1=[O:30]. Starting materials: CC1CCNCC1, CCO, O=[N+]([O-])c1ccc(Cl)cc1F. The product is CC1CCN(c2cc(Cl)ccc2[N+](=O)[O-])CC1. Reaction SMILES: [CH3:12][CH:13]1[CH2:14][CH2:15][NH:16][CH2:17][CH2:18]1.[CH3:19][CH2:20][OH:21].[Cl:1][c:2]1[cH:3][c:4]([F:11])[c:5]([N+:8](=[O:9])[O-:10])[cH:6][cH:7]1>>[Cl:1][c:2]1[cH:3][c:4]([N:16]2[CH2:15][CH2:14][CH:13]([CH3:12])[CH2:18][CH2:17]2)[c:5]([N+:8](=[O:9])[O-:10])[cH:6][cH:7]1. Starting materials: FC1=CC=C(NC2=C(C(=O)OC(C)(C)C)C=CC(=C2)C=2C=CC(=NC2)OC)C=C1 (tert-butyl 2-(4-fluoroanilino)-4-(2-methoxypyridin-5-yl)benzoate), FC(C(=O)O)(F)F (Trifluoroacetic acid). Conditions: time 1 hour. Product: FC(C(=O)O)(F)F.FC1=CC=C(NC2=C(C(=O)O)C=CC(=C2)C=2C=CC(=NC2)OC)C=C1 (2-(4-fluoroanilino)-4-(2-methoxypyridin-5-yl)benzoic acid trifluoroacetate). RXN SMILES: [F:1][C:2]1[CH:29]=[CH:28][C:5]([NH:6][C:7]2[CH:19]=[C:18]([C:20]3[CH:21]=[CH:22][C:23]([O:26][CH3:27])=[N:24][CH:25]=3)[CH:17]=[CH:16][C:8]=2[C:9]([O:11]C(C)(C)C)=[O:10])=[CH:4][CH:3]=1.[F:30][C:31]([F:36])([F:35])[C:32]([OH:34])=[O:33]>>[F:30][C:31]([F:36])([F:35])[C:32]([OH:34])=[O:33].[F:1][C:2]1[CH:29]=[CH:28][C:5]([NH:6][C:7]2[CH:19]=[C:18]([C:20]3[CH:21]=[CH:22][C:23]([O:26][CH3:27])=[N:24][CH:25]=3)[CH:17]=[CH:16][C:8]=2[C:9]([OH:11])=[O:10])=[CH:4][CH:3]=1 |f:2.3|. Procedure details: Trifluoroacetic acid 10 mL was added to the obtained tert-butyl 2-(4-fluoroanilino)-4-(2-methoxypyridin-5-yl)benzoate, and it was stirred at room temperature for 1 hour. The solvent was removed under reduced pressure, the obtained residue was refined by reversed-phase silica gel column chromatography [eluent; 55-90% acetonitrile/0.1% trifluoroacetic acid aqueous solution] to give 2-(4-fluoroanilino)-4-(2-methoxypyridin-5-yl)benzoic acid trifluoroacetate. Reactants: IC1=CC(=C(C(=O)O)C=C1Cl)OC (4-Iodo-5-chloro-2-methoxy benzoic acid), ClC1=C(C=CC=C1)B(O)O (2-chloro phenyl boronic acid), C([O-])([O-])=O.[K+].[K+] (potassium carbonate), Cl (hydrochloric acid). The reagents and catalysts are [Pd].C1(=CC=CC=C1)P(C1=CC=CC=C1)C1=CC=CC=C1.C1(=CC=CC=C1)P(C1=CC=CC=C1)C1=CC=CC=C1.C1(=CC=CC=C1)P(C1=CC=CC=C1)C1=CC=CC=C1.C1(=CC=CC=C1)P(C1=CC=CC=C1)C1=CC=CC=C1 (tetrakis(triphenylphosphine) palladium(0)). The solvent is CN(C=O)C (N,N-dimethylformamide). The product is ClC1=C(C=C(C(=C1)C(=O)O)OC)C1=C(C=CC=C1)Cl (2-Chloro-2′-chloro-5-methoxy-[1,1′-biphenyl]-4-carboxylic acid). The yield is 74.8%. Reaction SMILES: I[C:2]1[C:10]([Cl:11])=[CH:9][C:5]([C:6]([OH:8])=[O:7])=[C:4]([O:12][CH3:13])[CH:3]=1.[Cl:14][C:15]1[CH:20]=[CH:19][CH:18]=[CH:17][C:16]=1B(O)O.C(=O)([O-])[O-].[K+].[K+].Cl>CN(C)C=O.[Pd].C1(P(C2C=CC=CC=2)C2C=CC=CC=2)C=CC=CC=1.C1(P(C2C=CC=CC=2)C2C=CC=CC=2)C=CC=CC=1.C1(P(C2C=CC=CC=2)C2C=CC=CC=2)C=CC=CC=1.C1(P(C2C=CC=CC=2)C2C=CC=CC=2)C=CC=CC=1>[Cl:11][C:10]1[CH:9]=[C:5]([C:6]([OH:8])=[O:7])[C:4]([O:12][CH3:13])=[CH:3][C:2]=1[C:16]1[CH:17]=[CH:18][CH:19]=[CH:20][C:15]=1[Cl:14] |f:2.3.4,7.8.9.10.11|. Procedure details: To a stirred solution of 4-iodo-5-chloro-2-methoxy benzoic acid of Example 5, Step A (3.38 g, 10.8 mmol) in N,N-dimethylformamide (80 mL) was added 2-chloro phenyl boronic acid (5.07 g, 32.4 mmol) and potassium carbonate (3.44 g, 32.4 mmol). This mixture was purged with nitrogen and then treated with tetrakis(triphenylphosphine) palladium(0) (0.625 g, 0.54 mmol). The reaction was heated to reflux overnight, cooled, acidified with 2 N hydrochloric acid and extracted with ethyl acetate. The organi... Reactants: [BH3-]C#N, CCCOC(=O)Nc1c(C)cc(N)cc1C, CO, O=Cc1ccc(Cl)s1, [Na+]. The product is CCCOC(=O)Nc1c(C)cc(NCc2ccc(Cl)s2)cc1C. RXN SMILES: [C:25]([BH3-:26])#[N:27].[CH2:1]([CH2:2][CH3:3])[O:4][C:5]([NH:6][c:7]1[c:8]([CH3:15])[cH:9][c:10]([NH2:14])[cH:11][c:12]1[CH3:13])=[O:16].[CH3:29][OH:30].[Cl:17][c:18]1[cH:19][cH:20][c:21]([CH:23]=[O:24])[s:22]1.[Na+:28]>>[CH2:1]([CH2:2][CH3:3])[O:4][C:5]([NH:6][c:7]1[c:8]([CH3:15])[cH:9][c:10]([NH:14][CH2:23][c:21]2[cH:20][cH:19][c:18]([Cl:17])[s:22]2)[cH:11][c:12]1[CH3:13])=[O:16]. Reactants: C(C)OC(=O)[C@H]1[C@@H](CC2(CC2)C1)C(=O)O (trans-6-(Ethoxycarbonyl)spiro[2.4]heptane-5-carboxylic acid), [BH4-].[Na+] (sodium borohydride), CN1CCOCC1 (4-Methylmorpholine), ClC(=O)OCC(C)C (isobutyl chloroformate). The solvent is CO (Methanol). Run at temperature -78 celsius, time 15 minute. Yields the product OCC1C(CC2(CC2)C1)C(=O)OCC (ethyl(5R/S,6R/S)-6-(hydroxymethyl)spiro[2.4]heptane-5-carboxylate). Reaction SMILES: [CH2:1]([O:3][C:4]([C@@H:6]1[CH2:12][C:9]2([CH2:11][CH2:10]2)[CH2:8][C@H:7]1[C:13](O)=[O:14])=[O:5])[CH3:2].CN1CCOCC1.ClC(OCC(C)C)=O.[BH4-].[Na+]>CO>[OH:14][CH2:13][CH:7]1[CH2:8][C:9]2([CH2:10][CH2:11]2)[CH2:12][CH:6]1[C:4]([O:3][CH2:1][CH3:2])=[O:5] |f:3.4|. Reported procedure: trans-6-(Ethoxycarbonyl)spiro[2.4]heptane-5-carboxylic acid (165 mg, 832 mmol) was placed in a 25 mL round bottom flask. After flushing the flask with nitrogen, tetrahydrofuran (1.6 mL) was added and the reaction mixture was cooled to −78° C. 4-Methylmorpholine (0.11 mL, 1.0 mmol) and isobutyl chloroformate (0.12 mL, 0.93 mmol) were added and the reaction mixture was allowed to warm to ambient temperature. After 15 min., the reaction mixture was recooled to −78° C. and sodium borohydride (60 mg,...